This data is from the Open Reaction Database (ORD), a public repository of structured organic reaction records. The task is: describe an organic reaction: reactants, conditions, products, and yield Product: COc1cc2ncnc(Nc3cccc(Cl)c3F)c2cc1OC1CCCN(CC(=O)N(C)C)C1. Starting materials: O=C([O-])[O-], CCCC(C)C, CCOCC, COc1cc2ncnc(Nc3cccc(Cl)c3F)c2cc1OC1CCCNC1, CN(C)C(=O)CCl, Cl, Cl, [K+], [K+], CN(C)C=O. As a reaction SMILES: [C:38](=[O:39])([O-:40])[O-:41].[CH3:44][CH2:45][CH2:46][CH:47]([CH3:48])[CH3:49].[CH3:55][CH2:56][O:57][CH2:58][CH3:59].[Cl:10][c:11]1[c:12]([F:37])[c:13]([NH:14][c:15]2[n:16][cH:17][n:18][c:19]3[cH:20][c:21]([O:32][CH3:33])[c:22]([O:25][CH:26]4[CH2:27][NH:28][CH2:29][CH2:30][CH2:31]4)[cH:23][c:24]23)[cH:34][cH:35][cH:36]1.[Cl:1][CH2:2][C:3](=[O:4])[N:5]([CH3:6])[CH3:7].[ClH:8].[ClH:9].[K+:42].[K+:43].[O:50]=[CH:51][N:52]([CH3:53])[CH3:54]>>[CH2:2]([C:3](=[O:4])[N:5]([CH3:6])[CH3:7])[N:28]1[CH2:27][CH:26]([O:25][c:22]2[c:21]([O:32][CH3:33])[cH:20][c:19]3[n:18][cH:17][n:16][c:15]([NH:14][c:13]4[c:12]([F:37])[c:11]([Cl:10])[cH:36][cH:35][cH:34]4)[c:24]3[cH:23]2)[CH2:31][CH2:30][CH2:29]1. Starting materials: C(C)(C)(C)OC(=O)N1CC(C1)OS(=O)(=O)C (3-methanesulfonyloxyazetidine-1-carboxylic acid tert-butyl ester), IC=1C=NNC1 (4-iodopyrazole), C([O-])([O-])=O.[K+].[K+] (potassium carbonate), C1COCCOCCOCCOCCOCCO1 (18-crown-6). Solvent: CN(C)C=O (DMF), O (water). Conditions: temperature 85 celsius. Yields the product C(C)(C)(C)OC(=O)N1CC(C1)N1N=CC(=C1)I (3-(4-Iodopyrazol-1-yl)-azetidine-1-carboxylic acid tert-butyl ester). RXN SMILES: [C:1]([O:5][C:6]([N:8]1[CH2:11][CH:10](OS(C)(=O)=O)[CH2:9]1)=[O:7])([CH3:4])([CH3:3])[CH3:2].[I:17][C:18]1[CH:19]=[N:20][NH:21][CH:22]=1.C(=O)([O-])[O-].[K+].[K+].C1OCCOCCOCCOCCOCCOC1>CN(C=O)C.O>[C:1]([O:5][C:6]([N:8]1[CH2:11][CH:10]([N:20]2[CH:19]=[C:18]([I:17])[CH:22]=[N:21]2)[CH2:9]1)=[O:7])([CH3:4])([CH3:3])[CH3:2] |f:2.3.4|. Procedure: A mixture of 3-methanesulfonyloxyazetidine-1-carboxylic acid tert-butyl ester (4.00 g, 15.9 mmol), 4-iodopyrazole (3.1 g, 15.9 mmol), potassium carbonate (2.85 g, 20.6 mmol) and 18-crown-6 (400 mg) in dry DMF (15 mL) was heated at 85° C. for 24 h. The reaction mixture was cooled to RT, poured into water and extracted with EtOAc (3×20 mL). The combined organic layers were washed with water (2×10 mL), dried over anhydrous sodium sulfate, filtered, and concentrated under reduced pressure. The resid... Reactants: [Cl-].[NH4+] (ammonium chloride), BrC=1C=C(CC2(CC2)C(=O)OC(C)(C)C)C=CC1F (tert-butyl 1-(3-bromo-4-fluorobenzyl)cyclopropanecarboxylate), C1(=CC=CC=C1)P(C1=C(C2=CC=CC=C2C=C1)C1=C(C=CC2=CC=CC=C12)P(C1=CC=CC=C1)C1=CC=CC=C1)C1=CC=CC=C1 ((+/−)-2,2′-bis(diphenylphosphino)-1,1′-binaphthyl), C(C1=CC=CC=C1)N (benzylamine), CC(C)([O-])C.[Na+] (sodium tert-butoxide). Reagents/catalysts: C=1C=CC(=CC1)/C=C/C(=O)/C=C/C2=CC=CC=C2.C=1C=CC(=CC1)/C=C/C(=O)/C=C/C2=CC=CC=C2.C=1C=CC(=CC1)/C=C/C(=O)/C=C/C2=CC=CC=C2.[Pd].[Pd] (tris(dibenzylideneacetone)dipalladium). Run in C(C)(=O)OCC (ethyl acetate), C1(=CC=CC=C1)C (toluene). Run at temperature 110 celsius, time 2 hour. Product: C(C1=CC=CC=C1)NC=1C=C(CC2(CC2)C(=O)OC(C)(C)C)C=CC1F (tert-Butyl 1-[3-(benzylamino)-4-fluorobenzyl]cyclopropanecarboxylate). As a reaction SMILES: Br[C:2]1[CH:3]=[C:4]([CH:16]=[CH:17][C:18]=1[F:19])[CH2:5][C:6]1([C:9]([O:11][C:12]([CH3:15])([CH3:14])[CH3:13])=[O:10])[CH2:8][CH2:7]1.[CH2:20]([NH2:27])[C:21]1[CH:26]=[CH:25][CH:24]=[CH:23][CH:22]=1.CC(C)([O-])C.[Na+].C1(P(C2C=CC=CC=2)C2C=CC3C(=CC=CC=3)C=2C2C3C(=CC=CC=3)C=CC=2P(C2C=CC=CC=2)C2C=CC=CC=2)C=CC=CC=1.[Cl-].[NH4+]>C1(C)C=CC=CC=1.C1C=CC(/C=C/C(/C=C/C2C=CC=CC=2)=O)=CC=1.C1C=CC(/C=C/C(/C=C/C2C=CC=CC=2)=O)=CC=1.C1C=CC(/C=C/C(/C=C/C2C=CC=CC=2)=O)=CC=1.[Pd].[Pd].C(OCC)(=O)C>[CH2:20]([NH:27][C:2]1[CH:3]=[C:4]([CH:16]=[CH:17][C:18]=1[F:19])[CH2:5][C:6]1([C:9]([O:11][C:12]([CH3:15])([CH3:14])[CH3:13])=[O:10])[CH2:8][CH2:7]1)[C:21]1[CH:26]=[CH:25][CH:24]=[CH:23][CH:22]=1 |f:2.3,5.6,8.9.10.11.12|. Procedure: Under argon and under dry conditions, 174.0 g (528.5 mmol) of tert-butyl 1-(3-bromo-4-fluorobenzyl)cyclopropanecarboxylate, 69.2 ml (634.2 mmol) of benzylamine, 4.84 g (5.29 mmol) of tris(dibenzylideneacetone)dipalladium, 60.95 g (634.2 mmol) of sodium tert-butoxide and 3.29 g (5.29 mmol) of (+/−)-2,2′-bis(diphenylphosphino)-1,1′-binaphthyl were suspended in 1218 ml of toluene. The reaction mixture was then stirred at 110° C. for 2.0 h. After cooling, 2.1 liters of ethyl acetate and 1.7 liters o... Starting materials: BrC1=CC=C(C(=O)N)C=C1 (4-Bromobenzamide), C1(=CC=C(C=C1)S(=O)(=O)O)C (p-toluenesulfonic acid), CC(C)(C)C=O (pivaldehyde), N1N=NC2=C1C=CC=C2 (benzotriazole). Product: N1(N=NC2=C1C=CC=C2)C(C(C)(C)C)NC(C2=CC=C(C=C2)Br)=O (N-[1-(1H-1,2,3-benzotriazol-1-yl)-2,2-dimethylpropyl]-4-bromobenzamide). As a reaction SMILES: [Br:1][C:2]1[CH:10]=[CH:9][C:5]([C:6]([NH2:8])=[O:7])=[CH:4][CH:3]=1.[CH3:11][C:12]([CH:15]=O)([CH3:14])[CH3:13].[NH:17]1[C:21]2[CH:22]=[CH:23][CH:24]=[CH:25][C:20]=2[N:19]=[N:18]1.C1(C)C=CC(S(O)(=O)=O)=CC=1>>[N:17]1([CH:15]([NH:8][C:6](=[O:7])[C:5]2[CH:9]=[CH:10][C:2]([Br:1])=[CH:3][CH:4]=2)[C:12]([CH3:13])([CH3:14])[CH3:11])[C:21]2[CH:22]=[CH:23][CH:24]=[CH:25][C:20]=2[N:19]=[N:18]1. Reported procedure: 4-Bromobenzamide, pivaldehyde, benzotriazole, and p-toluenesulfonic acid were processed as described in Example 53A to provide the desired product. Starting materials: CC(C(=O)OC(C)(C)C)(CC(=O)O[C@@H]1C([C@@H]2CC[C@]3([C@@]4(CC[C@@]5(C([C@H]4CC[C@@H]3[C@]2(CC1)C)=C(C(C5)=O)C(C)C)\C=C(\C(=O)NC5(CC5)C5=NC=C(C=N5)Cl)/C)C)C)(C)C)C (1-tert-butyl 4-((3aS,5aR,5bR,7aR,9S,11aR,11bR,13aS)-3a-((E)-3-((1-(5-chloropyrimidin-2-yl)cyclopropyl)amino)-2-methyl-3-oxoprop-1-en-1-yl)-1-isopropyl-5a,5b,8,8,11a-pentamethyl-2-oxo-3,3a,4,5,5a,5b,6,7,7a,8,9,10,11,11a,11b,12,13,13a-octadecahydro-2H-cyclopenta[a]chrysen-9-yl) 2,2-dimethylsuccinate), C(=O)(C(F)(F)F)O (TFA), CC#N.O (MeCN—H2O). Run in C(Cl)Cl (DCM), C(Cl)Cl (DCM). Reaction conditions: time 2 hour. Product: ClC=1C=NC(=NC1)C1(CC1)NC(/C(=C/[C@]12C([C@H]3CC[C@@H]4[C@]5(CC[C@@H](C([C@@H]5CC[C@]4([C@@]3(CC1)C)C)(C)C)OC(CC(C(=O)O)(C)C)=O)C)=C(C(C2)=O)C(C)C)/C)=O (4-(((3aS,5aR,5bR,7aR,9S,11aR,11bR,13aS)-3a-((E)-3-((1-(5-Chloropyrimidin-2-yl)cyclopropyl)amino)-2-methyl-3-oxoprop-1-en-1-yl)-1-isopropyl-5a,5b,8,8,11a-pentamethyl-2-oxo-3,3a,4,5,5a,5b,6,7,7a,8,9,10,11,11a,11b,12,13,13a-octadecahydro-2H-cyclopenta[a]chrysen-9-yl)oxy)-2,2-dimethyl-4-oxobutanoic acid). The yield is 50.5%. RXN SMILES: [CH3:1][C:2]([CH3:60])([CH2:10][C:11]([O:13][C@H:14]1[CH2:31][CH2:30][C@@:29]2([CH3:32])[C@@H:16]([CH2:17][CH2:18][C@:19]3([CH3:57])[C@@H:28]2[CH2:27][CH2:26][C@H:25]2[C@@:20]3([CH3:56])[CH2:21][CH2:22][C@@:23]3(/[CH:40]=[C:41](\[CH3:55])/[C:42]([NH:44][C:45]4([C:48]5[N:53]=[CH:52][C:51]([Cl:54])=[CH:50][N:49]=5)[CH2:47][CH2:46]4)=[O:43])[CH2:35][C:34](=[O:36])[C:33]([CH:37]([CH3:39])[CH3:38])=[C:24]32)[C:15]1([CH3:59])[CH3:58])=[O:12])[C:3]([O:5]C(C)(C)C)=[O:4].C(O)(C(F)(F)F)=O.CC#N.O>C(Cl)Cl>[Cl:54][C:51]1[CH:52]=[N:53][C:48]([C:45]2([NH:44][C:42](=[O:43])/[C:41](/[CH3:55])=[CH:40]/[C@:23]34[CH2:35][C:34](=[O:36])[C:33]([CH:37]([CH3:38])[CH3:39])=[C:24]3[C@@H:25]3[C@@:20]([CH3:56])([CH2:21][CH2:22]4)[C@@:19]4([CH3:57])[C@@H:28]([C@:29]5([CH3:32])[C@@H:16]([CH2:17][CH2:18]4)[C:15]([CH3:58])([CH3:59])[C@@H:14]([O:13][C:11](=[O:12])[CH2:10][C:2]([CH3:1])([CH3:60])[C:3]([OH:5])=[O:4])[CH2:31][CH2:30]5)[CH2:27][CH2:26]3)[CH2:47][CH2:46]2)=[N:49][CH:50]=1 |f:2.3|. Procedure details: To a solution of 1-tert-butyl 4-((3aS,5aR,5bR,7aR,9S,11aR,11bR,13aS)-3a-((E)-3-((1-(5-chloropyrimidin-2-yl)cyclopropyl)amino)-2-methyl-3-oxoprop-1-en-1-yl)-1-isopropyl-5a,5b,8,8,11a-pentamethyl-2-oxo-3,3a,4,5,5a,5b,6,7,7a,8,9,10,11,11a,11b,12,13,13a-octadecahydro-2H-cyclopenta[a]chrysen-9-yl) 2,2-dimethylsuccinate (250 mg, 0.295 mmol) in DCM (6 mL) was added TFA (3 mL, 0.295 mmol). The reaction mixture was stirred at rt for 2 hr and evaporated in vacuo to afford crude product. This material was ... Reactants: CC(NC(=O)NC(C)(C)C)C(=O)O, COc1ccc(C2=NN(C3CCN(C(=O)CCCNC(=O)OC(C)(C)C)CC3)C(=O)C3CC=CCC23)cc1OC, COc1ccc(C2=NN(C3CCNCC3)C(=O)C3CC=CCC23)cc1OC. Yields the product COc1ccc(C2=NN(C3CCN(C(=O)C(C)NC(=O)NC(C)(C)C)CC3)C(=O)C3CC=CCC23)cc1OC. RXN SMILES: [C:28]([CH3:29])([CH3:30])([CH3:31])[NH:32][C:33]([NH:34][CH:35]([C:36](=[O:37])[OH:38])[CH3:39])=[O:40].[C:41]([O:42][C:43](=[O:44])[NH:45][CH2:46][CH2:47][CH2:48][C:49]([N:50]1[CH2:51][CH2:52][CH:53]([N:54]2[N:55]=[C:56]([c:57]3[cH:58][cH:59][c:60]([O:61][CH3:62])[c:63]([O:64][CH3:65])[cH:66]3)[CH:67]3[CH:68]([CH2:69][CH:70]=[CH:71][CH2:72]3)[C:73]2=[O:74])[CH2:75][CH2:76]1)=[O:77])([CH3:78])([CH3:79])[CH3:80].[CH3:1][O:2][c:3]1[cH:4][c:5]([C:11]2=[N:12][N:13]([CH:22]3[CH2:23][CH2:24][NH:25][CH2:26][CH2:27]3)[C:14](=[O:21])[CH:15]3[CH2:16][CH:17]=[CH:18][CH2:19][CH:20]23)[cH:6][cH:7][c:8]1[O:9][CH3:10]>>[CH3:1][O:2][c:3]1[cH:4][c:5]([C:11]2=[N:12][N:13]([CH:22]3[CH2:23][CH2:24][N:25]([C:36]([CH:35]([NH:34][C:33]([NH:32][C:28]([CH3:29])([CH3:30])[CH3:31])=[O:40])[CH3:39])=[O:37])[CH2:26][CH2:27]3)[C:14](=[O:21])[CH:15]3[CH2:16][CH:17]=[CH:18][CH2:19][CH:20]23)[cH:6][cH:7][c:8]1[O:9][CH3:10].